Dataset: the Open Reaction Database (ORD), a public repository of structured organic reaction records. Task: describe an organic reaction: reactants, conditions, products, and yield Reactants: C(C)[SiH](CC)CC (triethylsilane), N#N (N2), O=C1[C@@H](N(CO1)C(=O)OCC1C2=CC=CC=C2C=2C=CC=CC12)COC=1C=C(C=CC1)C ((S)-(9H-fluoren-9-yl)methyl 5-oxo-4-((m-tolyloxy)methyl)oxazolidine-3-carboxylate), C(=O)(C(F)(F)F)O (TFA). Run in C(Cl)(Cl)Cl (CHCl3), CCOC(=O)C (EtOAc). Product: C1=CC=CC=2C3=CC=CC=C3C(C12)COC(=O)N([C@H](C(=O)O)COC=1C=C(C=CC1)C)C ((S)-2-((((9H-fluoren-9-yl)methoxy)carbonyl)(methyl)amino)-3-(m-tolyloxy)propanoic acid). The yield is 61.1%. Reaction SMILES: [O:1]=[C:2]1[O:6][CH2:5][N:4]([C:7]([O:9][CH2:10][CH:11]2[C:23]3[CH:22]=[CH:21][CH:20]=[CH:19][C:18]=3[C:17]3[C:12]2=[CH:13][CH:14]=[CH:15][CH:16]=3)=[O:8])[C@H:3]1[CH2:24][O:25][C:26]1[CH:27]=[C:28]([CH3:32])[CH:29]=[CH:30][CH:31]=1.C([SiH](CC)CC)C.C(O)(C(F)(F)F)=O.N#N>C(Cl)(Cl)Cl.CCOC(C)=O>[CH:22]1[C:23]2[CH:11]([CH2:10][O:9][C:7]([N:4]([CH3:5])[C@@H:3]([CH2:24][O:25][C:26]3[CH:27]=[C:28]([CH3:32])[CH:29]=[CH:30][CH:31]=3)[C:2]([OH:6])=[O:1])=[O:8])[C:12]3[C:17](=[CH:16][CH:15]=[CH:14][CH:13]=3)[C:18]=2[CH:19]=[CH:20][CH:21]=1. Reported procedure: (S)-(9H-fluoren-9-yl)methyl 5-oxo-4-((m-tolyloxy)methyl)oxazolidine-3-carboxylate (825 mg, 1.921 mmol) was dissolved in CHCl3 (10 mL) and added triethylsilane (1.534 ml, 9.60 mmol) followed by TFA (10 ml, 130 mmol) and stirred at RT under positive pressure of N2 for 18 hrs. The reaction was then evaporated on rotovap until a sticky oil was left behind. The oil was dissolved in EtOAc and then extracted with sat. sodium bicarbonate (10 ml×2). There was a middle layer between the aqueous layer and ... Reactants: N#CCS(=O)(=O)c1ccc(C(F)(F)F)cc1, O=Cc1ccc([N+](=O)[O-])s1. Yields the product N#CC(=Cc1ccc([N+](=O)[O-])s1)S(=O)(=O)c1ccc(C(F)(F)F)cc1. RXN SMILES: [F:11][C:12]([c:13]1[cH:14][cH:15][c:16]([S:19](=[O:20])(=[O:21])[CH2:22][C:23]#[N:24])[cH:17][cH:18]1)([F:25])[F:26].[N+:1](=[O:2])([O-:3])[c:4]1[s:5][c:6]([CH:9]=[O:10])[cH:7][cH:8]1>>[N+:1](=[O:2])([O-:3])[c:4]1[s:5][c:6]([CH:9]=[C:22]([S:19]([c:16]2[cH:15][cH:14][c:13]([C:12]([F:11])([F:25])[F:26])[cH:18][cH:17]2)(=[O:20])=[O:21])[C:23]#[N:24])[cH:7][cH:8]1. The product is Cc1c(OCCN(C)C)cc(Cl)cc1N1CCN(C(=O)OC(C)(C)C)CC1. Starting materials: O=C([O-])[O-], Cc1c(O)cc(Cl)cc1N1CCN(C(=O)OC(C)(C)C)CC1, CN(C)CCCl, Cl, [Cs+], [Cs+], CN(C)C=O, O. As a reaction SMILES: [C:30](=[O:31])([O-:32])[O-:33].[Cl:1][c:2]1[cH:3][c:4]([OH:22])[c:5]([CH3:21])[c:6]([N:8]2[CH2:9][CH2:10][N:11]([C:14](=[O:15])[O:16][C:17]([CH3:18])([CH3:19])[CH3:20])[CH2:12][CH2:13]2)[cH:7]1.[Cl:24][CH2:25][CH2:26][N:27]([CH3:28])[CH3:29].[ClH:23].[Cs+:34].[Cs+:35].[O:37]=[CH:38][N:39]([CH3:40])[CH3:41].[OH2:36]>>[Cl:1][c:2]1[cH:3][c:4]([O:22][CH2:25][CH2:26][N:27]([CH3:28])[CH3:29])[c:5]([CH3:21])[c:6]([N:8]2[CH2:9][CH2:10][N:11]([C:14](=[O:15])[O:16][C:17]([CH3:18])([CH3:19])[CH3:20])[CH2:12][CH2:13]2)[cH:7]1. The reactants are Brc1c2c(cc3c1OCO3)C(c1ccccc1)CNCC2, [Li]CCCC, CCOCC, CN(C=O)c1ccccc1, Cc1ccccc1. Product: O=Cc1c2c(cc3c1OCO3)C(c1ccccc1)CNCC2. Reaction SMILES: [Br:1][c:2]1[c:3]2[c:4]([cH:5][c:6]3[c:12]1[CH2:11][CH2:10][NH:9][CH2:8][CH:7]3[c:13]1[cH:14][cH:15][cH:16][cH:17][cH:18]1)[O:19][CH2:20][O:21]2.[CH2:22]([Li:23])[CH2:24][CH2:25][CH3:26].[CH2:44]([O:45][CH2:46][CH3:47])[CH3:48].[CH3:27][N:28]([c:29]1[cH:30][cH:31][cH:32][cH:33][cH:34]1)[CH:35]=[O:36].[CH3:37][c:38]1[cH:39][cH:40][cH:41][cH:42][cH:43]1>>[c:2]1([CH:35]=[O:36])[c:3]2[c:4]([cH:5][c:6]3[c:12]1[CH2:11][CH2:10][NH:9][CH2:8][CH:7]3[c:13]1[cH:14][cH:15][cH:16][cH:17][cH:18]1)[O:19][CH2:20][O:21]2. Starting materials: C[Si](C)(C)[N-][Si](C)(C)C.[Li+] (lithium bis(trimethylsilyl)amide), solution, C(#N)C1=C(C=CC(=C1)C(F)(F)F)N1C2=C(OCC1)C=C(C=C2F)S(=O)(=O)Cl (4-(2-cyano-4-(trifluoromethyl)phenyl)-5-fluoro-3,4-dihydro-2H-benzo[b][1,4]oxazine-7-sulfonyl chloride), COC1=CC=C(CNC=2SC=CN2)C=C1 (N-(4-methoxybenzyl)thiazol-2-amine), CO (MeOH). The solvent is O1CCCC1 (tetrahydrofuran), C1CCOC1 (THF), C1CCOC1 (THF), CO.O (MeOH H2O). Conditions: time 1 hour. Product: C(#N)C1=C(C=CC(=C1)C(F)(F)F)N1C2=C(OCC1)C=C(C=C2F)S(=O)(=O)NC=2SC=CN2 (4-(2-cyano-4-(trifluoromethyl)phenyl)-5-fluoro-N-(thiazol-2-yl)-3,4-dihydro-2H-benzo[b][1,4]oxazine-7-sulfonamide). Yield: 52.4%. As a reaction SMILES: COC1C=CC(C[NH:8][C:9]2[S:10][CH:11]=[CH:12][N:13]=2)=CC=1.C[Si]([N-][Si](C)(C)C)(C)C.[Li+].[C:26]([C:28]1[CH:33]=[C:32]([C:34]([F:37])([F:36])[F:35])[CH:31]=[CH:30][C:29]=1[N:38]1[CH2:43][CH2:42][O:41][C:40]2[CH:44]=[C:45]([S:49](Cl)(=[O:51])=[O:50])[CH:46]=[C:47]([F:48])[C:39]1=2)#[N:27].CO>C1COCC1.CO.O>[C:26]([C:28]1[CH:33]=[C:32]([C:34]([F:37])([F:36])[F:35])[CH:31]=[CH:30][C:29]=1[N:38]1[CH2:43][CH2:42][O:41][C:40]2[CH:44]=[C:45]([S:49]([NH:8][C:9]3[S:10][CH:11]=[CH:12][N:13]=3)(=[O:51])=[O:50])[CH:46]=[C:47]([F:48])[C:39]1=2)#[N:27] |f:1.2,6.7|. Procedure details: To a vial charged with N-(4-methoxybenzyl)thiazol-2-amine (0.071 g, 0.322 mmol) was added THF (0.955 ml) and the mixture cooled in an ice water bath prior to the addition of lithium bis(trimethylsilyl)amide, 1.0M solution in tetrahydrofuran (0.351 ml, 0.351 mmol), faster than dropwise. After 15 mins of stirring a solution of 4-(2-cyano-4-(trifluoromethyl)phenyl)-5-fluoro-3,4-dihydro-2H-benzo[b][1,4]oxazine-7-sulfonyl chloride (0.123 g, 0.292 mmol) in THF (0.5 ml) was added dropwise, then washed ... The reactants are O=C([O-])[O-], CC#N, O=[N+]([O-])c1ccc(F)cc1, Fc1cn[nH]c1, [K+], [K+]. As a reaction SMILES: [C:7](=[O:8])([O-:9])[O-:10].[CH3:23][C:24]#[N:25].[F:13][c:14]1[cH:15][cH:16][c:17]([N+:20](=[O:21])[O-:22])[cH:18][cH:19]1.[F:1][c:2]1[cH:3][n:4][nH:5][cH:6]1.[K+:11].[K+:12]>>[F:1][c:2]1[cH:3][n:4][n:5](-[c:14]2[cH:15][cH:16][c:17]([N+:20](=[O:21])[O-:22])[cH:18][cH:19]2)[cH:6]1. The product is O=[N+]([O-])c1ccc(-n2cc(F)cn2)cc1.